This data is from the Open Reaction Database (ORD), a public repository of structured organic reaction records. The task is: describe an organic reaction: reactants, conditions, products, and yield Reactants: C(C)(C)(C)NCC(COC1=C(C=C(C=C1)C=1CCC(NN1)=O)[N+](=O)[O-])O (6-[4-(3-t-Butylamino-2-hydroxypropoxy)-3-nitrophenyl]-4,5-dihydro-3(2H)-pyridazinone), O.NN (hydrazine hydrate). Reagents/catalysts: [Pd] (palladium on charcoal). Run in C(C)O (ethanol). Yields the product NC=1C=C(C=CC1OCC(CNC(C)(C)C)O)C=1CCC(NN1)=O (6-[3-Amino-4-(3-t-butylamino-2-hydroxypropoxy)phenyl]-4,5-dihydro-3(2H)-pyridazinone). Reaction SMILES: [C:1]([NH:5][CH2:6][CH:7]([OH:26])[CH2:8][O:9][C:10]1[CH:15]=[CH:14][C:13]([C:16]2[CH2:17][CH2:18][C:19](=[O:22])[NH:20][N:21]=2)=[CH:12][C:11]=1[N+:23]([O-])=O)([CH3:4])([CH3:3])[CH3:2].O.NN>[Pd].C(O)C>[NH2:23][C:11]1[CH:12]=[C:13]([C:16]2[CH2:17][CH2:18][C:19](=[O:22])[NH:20][N:21]=2)[CH:14]=[CH:15][C:10]=1[O:9][CH2:8][CH:7]([OH:26])[CH2:6][NH:5][C:1]([CH3:4])([CH3:2])[CH3:3] |f:1.2|. Procedure: 6-[4-(3-t-Butylamino-2-hydroxypropoxy)-3-nitrophenyl]-4,5-dihydro-3(2H)-pyridazinone was reduced over 10% palladium on charcoal with excess hydrazine hydrate in ethanol to give the title compound. Starting materials: COCC1CNCCN1C(=O)OC(C)(C)C, CCSC1=NC(=O)C(=Cc2ccc3c(cnn3Cc3ccc(C(F)(F)F)cc3C(F)(F)F)c2)S1. Product: COCC1CN(C2=NC(=O)C(=Cc3ccc4c(cnn4Cc4ccc(C(F)(F)F)cc4C(F)(F)F)c3)S2)CCN1C(=O)OC(C)(C)C. Reaction SMILES: [C:35]([CH3:36])([CH3:37])([CH3:38])[O:39][C:40](=[O:41])[N:42]1[CH:43]([CH2:48][O:49][CH3:50])[CH2:44][NH:45][CH2:46][CH2:47]1.[F:1][C:2]([c:3]1[c:4]([CH2:5][n:6]2[n:7][cH:8][c:9]3[cH:10][c:11]([CH:15]=[C:16]4[C:17](=[O:24])[N:18]=[C:19]([S:21][CH2:22][CH3:23])[S:20]4)[cH:12][cH:13][c:14]23)[cH:25][cH:26][c:27]([C:29]([F:30])([F:31])[F:32])[cH:28]1)([F:33])[F:34]>>[F:1][C:2]([c:3]1[c:4]([CH2:5][n:6]2[n:7][cH:8][c:9]3[cH:10][c:11]([CH:15]=[C:16]4[C:17](=[O:24])[N:18]=[C:19]([N:45]5[CH2:44][CH:43]([CH2:48][O:49][CH3:50])[N:42]([C:40]([O:39][C:35]([CH3:36])([CH3:37])[CH3:38])=[O:41])[CH2:47][CH2:46]5)[S:20]4)[cH:12][cH:13][c:14]23)[cH:25][cH:26][c:27]([C:29]([F:30])([F:31])[F:32])[cH:28]1)([F:33])[F:34].